Dataset: the Open Reaction Database (ORD), a public repository of structured organic reaction records. Task: describe an organic reaction: reactants, conditions, products, and yield The reactants are FC1=CC=C(C=C1)I (1-fluoro-4-iodo-benzene), C(C)(C)(C)OC(=O)N1CCN(CC1)C(=O)C=1C2=C(N=C(C1)C1=CC=C(C=C1)O)N(N=C2C=C)C2OCCCC2 (4-[6-(4-hydroxy-phenyl)-1-(tetrahydro-pyran-2-yl)-3-vinyl-1H-pyrazolo[3,4-b]pyridine-4-carbonyl]-piperazine-1-carboxylic acid tert-butyl ester), [Na] (sodium), [F-].C(CCC)[N+](CCCC)(CCCC)CCCC (tetrabutylammonium fluoride). Reagents/catalysts: C(C)(=O)[O-].[Pd+2].C(C)(=O)[O-] (palladium(II) acetate), C(C)(=O)[O-].[Pd+2].C(C)(=O)[O-] (palladium(II) acetate). Run in CN(C)C=O (DMF), CN(C)C=O (DMF), C(C)(=O)OCC (ethyl acetate), CN(C)C=O (DMF). Run at temperature 80 celsius, time 8 hour. Yields the product FC1=CC=C(C=C1)/C=C/C1=NNC2=NC(=CC(=C21)C(=O)N2CCNCC2)C2=CC=C(C=C2)O ([3-[(E)-2-(4-Fluoro-phenyl)-vinyl]-6-(4-hydroxy-phenyl)-1H-pyrazolo[3,4-b]pyridin-4-yl]-piperazin-1-yl-methanone). The yield is 40.6%. As a reaction SMILES: [F:1][C:2]1[CH:7]=[CH:6][C:5](I)=[CH:4][CH:3]=1.[Na].[F-].C([N+](CCCC)(CCCC)CCCC)CCC.C(OC([N:35]1[CH2:40][CH2:39][N:38]([C:41]([C:43]2[C:44]3[C:58]([CH:59]=[CH2:60])=[N:57][N:56](C4CCCCO4)[C:45]=3[N:46]=[C:47]([C:49]3[CH:54]=[CH:53][C:52]([OH:55])=[CH:51][CH:50]=3)[CH:48]=2)=[O:42])[CH2:37][CH2:36]1)=O)(C)(C)C>CN(C=O)C.C(OCC)(=O)C.C([O-])(=O)C.[Pd+2].C([O-])(=O)C>[F:1][C:2]1[CH:7]=[CH:6][C:5](/[CH:60]=[CH:59]/[C:58]2[C:44]3[C:45](=[N:46][C:47]([C:49]4[CH:54]=[CH:53][C:52]([OH:55])=[CH:51][CH:50]=4)=[CH:48][C:43]=3[C:41]([N:38]3[CH2:37][CH2:36][NH:35][CH2:40][CH2:39]3)=[O:42])[NH:56][N:57]=2)=[CH:4][CH:3]=1 |f:2.3,7.8.9,^1:8|. Procedure: 0.25 mmol of 1-fluoro-4-iodo-benzene were weighted into a reaction tube. 2.5 mmol sodium hadrogencarbonate was added as solid, followed by 0.25 mmol tetrabutylammonium fluoride in 0.5 ml DMF and 0.1 mmol of 4-[6-(4-hydroxy-phenyl)-1-(tetrahydro-pyran-2-yl)-3-vinyl-1H-pyrazolo[3,4-b]pyridine-4-carbonyl]-piperazine-1-carboxylic acid tert-butyl ester in 1 ml DMF. The tube was purged with Argon. 0.01 mmol palladium(II) acetate in 0.25 mmol DMF was added, the tube was closed with a screw cap and stir... Starting materials: FC1=CC=C(C=C1)C1=NN(C(S1)C1=C(C=CC=C1)O[Si](C(C)C)(C(C)C)C(C)C)C(=O)C1=C(C=C(C=C1F)F)F ([5-(4-Fluoro-phenyl)-2-(2-triisopropylsilanyloxy-phenyl)-[1,3,4]thiadiazol-3-yl]-(2,4,6-trifluoro-phenyl)-methanone), BrCC(=O)OC (Methyl bromoacetate), FC1=CC=C(C=C1)C1=NN(C(S1)C1=C(C(=CC=C1)OC)O[Si](C(C)C)(C(C)C)C(C)C)C(=O)C1=C(C=C(C=C1F)F)F ([5-(4-fluoro-phenyl)-2-(3-methoxy-2-triisopropylsilanyloxy-phenyl)-[1,3,4]thiadiazol-3-yl]-(2,4,6-trifluoro-phenyl)-methanone), [F-].C(CCC)[N+](CCCC)(CCCC)CCCC (tetrabutylammonium fluoride). Reaction conditions: time 12 hour. Yields the product COC(COC1=C(C=CC=C1)C1SC(=NN1C(C1=C(C=C(C=C1F)F)F)=O)C1=CC=C(C=C1)F)=O ({2-[5-(4-fluoro-phenyl)-3-(2,4,6-trifluoro-benzoyl)-2,3-dihydro-[1,3,4]thiadiazol-2-yl]-phenoxy}-acetic acid methyl ester). As a reaction SMILES: [F:1][C:2]1[CH:7]=[CH:6][C:5]([C:8]2[S:12][CH:11]([C:13]3[CH:18]=[CH:17][CH:16]=[CH:15][C:14]=3[O:19][Si](C(C)C)(C(C)C)C(C)C)[N:10]([C:30]([C:32]3[C:37]([F:38])=[CH:36][C:35]([F:39])=[CH:34][C:33]=3[F:40])=[O:31])[N:9]=2)=[CH:4][CH:3]=1.FC1C=CC(C2SC(C3C=CC=C(OC)C=3O[Si](C(C)C)(C(C)C)C(C)C)N(C(C3C(F)=CC(F)=CC=3F)=O)N=2)=CC=1.[F-].C([N+](CCCC)(CCCC)CCCC)CCC.Br[CH2:102][C:103]([O:105][CH3:106])=[O:104]>>[CH3:106][O:105][C:103](=[O:104])[CH2:102][O:19][C:14]1[CH:15]=[CH:16][CH:17]=[CH:18][C:13]=1[CH:11]1[N:10]([C:30](=[O:31])[C:32]2[C:37]([F:38])=[CH:36][C:35]([F:39])=[CH:34][C:33]=2[F:40])[N:9]=[C:8]([C:5]2[CH:6]=[CH:7][C:2]([F:1])=[CH:3][CH:4]=2)[S:12]1 |f:2.3|. Reported procedure: [5-(4-Fluoro-phenyl)-2-(2-triisopropylsilanyloxy-phenyl)-[1,3,4]thiadiazol-3-yl]-(2,4,6-trifluoro-phenyl)-methanone (3.4 mmol), prepared in a similar manner as described for [5-(4-fluoro-phenyl)-2-(3-methoxy-2-triisopropylsilanyloxy-phenyl)-[1,3,4]thiadiazol-3-yl]-(2,4,6-trifluoro-phenyl)-methanone in example 3, is treated with tetrabutylammonium fluoride (1.0 M in THF) (5.1 mmol) at room temperature for 40 minutes. Methyl bromoacetate (5.1 mmol) is then added. After 12 hours, the reaction is co... Starting materials: ClC1C=2C=CC=CC2C=2NC(C(NC21)=O)=O (9-Chloro-9H-indeno[1,2-b]pyrazine-2,3(1H,4H)-dione), C(C)O (ethanol). The product is C(C)OC1C=2C=CC=CC2C=2NC(C(NC21)=O)=O (9-Ethoxy-9H-indeno[1,2-b]pyrazine-2,3(1H,4H)-dione). Isolated yield 25.0%. RXN SMILES: Cl[CH:2]1[C:14]2[NH:13][C:12](=[O:15])[C:11](=[O:16])[NH:10][C:9]=2[C:8]2[CH:7]=[CH:6][CH:5]=[CH:4][C:3]1=2.[CH2:17]([OH:19])[CH3:18]>>[CH2:17]([O:19][CH:2]1[C:14]2[NH:13][C:12](=[O:15])[C:11](=[O:16])[NH:10][C:9]=2[C:8]2[CH:7]=[CH:6][CH:5]=[CH:4][C:3]1=2)[CH3:18]. Procedure: 9-Chloro-9H-indeno[1,2-b]pyrazine-2,3(1H,4H)-dione (0.50 g, 2.13 mmol) was refluxed in 25 ml dry ethanol for 7 hours. The mixture was evaporated to few ml and the precipitate was filtered off, washed with ethanol and dried to give 0.229 g of the crude compound, which was recrystallized from acetic acid-water to yield 0.131 g (25%) of the title compound. M.p.>300° C. 1H-NMR (DMSO-d6, δ): 1.1 (t, 3H), 3.25 (dq, 1H), 3.43 (dq, 1H), 5.22 (s, 1H), 7.17 (t, 1H), 7.33 (t, 1H), 7.42 (d, 1H), 7.51 (d, 1H... Starting materials: FC1=C(C=C(C=C1)OC)C (4-fluoro-3-methylanisole), C(CCC)[Li] (n-butyllithium), hexanes, aryllithium, NC1=C(C(=O)N(C)OC)C=CC(=N1)Cl (2-Amino-6-chloro-N-methoxy-N-methyl-nicotinamide). Solvent: O1CCCC1 (tetrahydrofuran). Conditions: temperature -78 celsius, time 10 minute. Yields the product NC1=NC(=CC=C1C(=O)C1=C(C=C(C(=C1)F)C)OC)Cl ((2-Amino-6-chloro-pyridin-3-yl)-(5-fluoro-2-methoxy-4-methyl-phenyl)-methanone). RXN SMILES: [F:1][C:2]1[CH:7]=[CH:6][C:5]([O:8][CH3:9])=[CH:4][C:3]=1[CH3:10].C([Li])CCC.[NH2:16][C:17]1[N:28]=[C:27]([Cl:29])[CH:26]=[CH:25][C:18]=1[C:19](N(OC)C)=[O:20]>O1CCCC1>[NH2:16][C:17]1[C:18]([C:19]([C:6]2[CH:7]=[C:2]([F:1])[C:3]([CH3:10])=[CH:4][C:5]=2[O:8][CH3:9])=[O:20])=[CH:25][CH:26]=[C:27]([Cl:29])[N:28]=1. Procedure: To a solution of 4-fluoro-3-methylanisole (0.75 mL, 802 mg, 5.55 mmol, Aldrich 97%) in anhydrous tetrahydrofuran (5 mL) at −78° C., was added slowly a solution of n-butyllithium in hexanes (2.5 M, 2.22 mL, 5.55 mmol, Aldrich). The reaction was stirred at −78° C. for 10 mins before it was allowed to warm to −25-0° C. and stirred for 1.5 hour. The resulting aryllithium reagent was cooled back to −78° C. and reacted with 2-Amino-6-chloro-N-methoxy-N-methyl-nicotinamide as described in Example 7 to ... Reactants: ClCCCCCC(C(=O)OCC)=O (ethyl 7-chloro-2-oxoheptanoate), CC1([C@H](C1)C(=O)N)C ((S)-2,2-dimethyl cyclopropanecarboxamid), ClCCCC\C=C(\C(=O)OCC)/NC(=O)[C@@H]1C(C1)(C)C (Ethyl (Z)-7-chloro-((S)-2,2-dimethylcyclopropanecarboxamido)-2-heptenoate). The product is ClCCCC/C=C(\C(=O)OCC)/NC(=O)[C@@H]1C(C1)(C)C (ethyl (E)-7-chloro-((S)-2,2-dimethylcyclopropanecarboxamido)-2-heptenoate). The yield is 10.5%. RXN SMILES: ClCCCCCC(=O)C(OCC)=O.CC1(C)C[C@@H]1C(N)=O.[Cl:22][CH2:23][CH2:24][CH2:25][CH2:26]/[CH:27]=[C:28](\[NH:34][C:35]([C@H:37]1[CH2:39][C:38]1([CH3:41])[CH3:40])=[O:36])/[C:29]([O:31][CH2:32][CH3:33])=[O:30]>>[Cl:22][CH2:23][CH2:24][CH2:25][CH2:26]/[CH:27]=[C:28](/[NH:34][C:35]([C@H:37]1[CH2:39][C:38]1([CH3:40])[CH3:41])=[O:36])\[C:29]([O:31][CH2:32][CH3:33])=[O:30]. Procedure details: As described in European Patent No. 48301, 250 g of ethyl 7-chloro-2-oxoheptanoate and 141 g of (S)-2,2-dimethyl cyclopropanecarboxamid were reacted and concentrated. In result, 372.4 g of ethyl (Z)-7-chloro-((S)-2,2-dimethylcyclopropanecarboxamido)-2-hepnoate (2) containing, by gas chromatography assay, 10.5% of ethyl (E)-7-chloro-((S)-2,2-dimethylcyclopropanecarboxamido)-2-heptenoate (3) was obtained. The reactants are COC(=O)CCc1cc2c(C)cc(=O)oc2c(Cl)c1O, Cl, [Na+], [OH-]. Yields the product Cc1cc(=O)oc2c(Cl)c(O)c(CCC(=O)O)cc12. As a reaction SMILES: [Cl:1][c:2]1[c:3]([OH:20])[c:4]([CH2:14][CH2:15][C:16](=[O:17])[O:18][CH3:19])[cH:5][c:6]2[c:7]([CH3:13])[cH:8][c:9](=[O:12])[o:10][c:11]12.[ClH:21].[Na+:23].[OH-:22]>>[Cl:1][c:2]1[c:3]([OH:20])[c:4]([CH2:14][CH2:15][C:16](=[O:17])[OH:18])[cH:5][c:6]2[c:7]([CH3:13])[cH:8][c:9](=[O:12])[o:10][c:11]12. Reactants: CC1=NC=CC=C1 (2-methylpyridine), [N+](=O)([O-])C1=CC=C(C=O)C=C1 (4-nitrobenzaldehyde), C(C)(=O)OC(C)=O (acetic anhydride), C([O-])(O)=O.[Na+] (sodium bicarbonate). Product: [N+](=O)([O-])C1=CC=C(/C=C/C2=NC=CC=C2)C=C1 (2-(4-Nitro-trans-styryl)pyridine). As a reaction SMILES: [CH3:1][C:2]1[CH:7]=[CH:6][CH:5]=[CH:4][N:3]=1.[N+:8]([C:11]1[CH:18]=[CH:17][C:14]([CH:15]=O)=[CH:13][CH:12]=1)([O-:10])=[O:9].C(OC(=O)C)(=O)C.C(=O)(O)[O-].[Na+]>>[N+:8]([C:11]1[CH:18]=[CH:17][C:14](/[CH:15]=[CH:1]/[C:2]2[CH:7]=[CH:6][CH:5]=[CH:4][N:3]=2)=[CH:13][CH:12]=1)([O-:10])=[O:9] |f:3.4|. Procedure: A solution of 46.5 g (0.5 mole) of 2-methylpyridine and 75.5 g (0.5 mole) of 4-nitrobenzaldehyde in about 100 g of acetic anhydride (about 1 mole) is refluxed for 6 hours, after which it is carefully poured onto ice water. The stirred mixture is neutralized with saturated, aqueous sodium bicarbonate solution. The precipitate is filtered off under suction, washed with water and recrystallized from ethanol to give 66 g (63% of theory) of reddish brown crystals of melting point 136°-139° C. Reactants: CCOC(=O)c1cccc(CCc2nc3c(F)c(F)cc(F)c3s2)c1, [Na+], C1COCCO1, [OH-], O. Product: O=C(O)c1cccc(CCc2nc3c(F)c(F)cc(F)c3s2)c1. RXN SMILES: [F:1][c:2]1[c:3]([F:25])[cH:4][c:5]([F:24])[c:6]2[c:7]1[n:8][c:9]([CH2:11][CH2:12][c:13]1[cH:14][c:15]([C:16](=[O:17])[O:18][CH2:19][CH3:20])[cH:21][cH:22][cH:23]1)[s:10]2.[Na+:27].[O:29]1[CH2:30][CH2:31][O:32][CH2:33][CH2:34]1.[OH-:26].[OH2:28]>>[F:1][c:2]1[c:3]([F:25])[cH:4][c:5]([F:24])[c:6]2[c:7]1[n:8][c:9]([CH2:11][CH2:12][c:13]1[cH:14][c:15]([C:16](=[O:17])[OH:18])[cH:21][cH:22][cH:23]1)[s:10]2.